Dataset: the Open Reaction Database (ORD), a public repository of structured organic reaction records. Task: describe an organic reaction: reactants, conditions, products, and yield The reactants are CCCC[N+](CCCC)(CCCC)CCCC, C1CCOC1, CC(C)[Si](C(C)C)(C(C)C)n1ccc2cc(N3CCc4nc(-c5ccc(Cl)cc5)sc4C3=O)ccc21, [F-]. Product: O=C1c2sc(-c3ccc(Cl)cc3)nc2CCN1c1ccc2[nH]ccc2c1. As a reaction SMILES: [CH2:38]([N+:39]([CH2:40][CH2:41][CH2:42][CH3:43])([CH2:44][CH2:45][CH2:46][CH3:47])[CH2:48][CH2:49][CH2:50][CH3:51])[CH2:52][CH2:53][CH3:54].[CH2:55]1[O:56][CH2:57][CH2:58][CH2:59]1.[Cl:1][c:2]1[cH:3][cH:4][c:5](-[c:8]2[s:9][c:10]3[c:15]([n:16]2)[CH2:14][CH2:13][N:12]([c:17]2[cH:18][c:19]4[cH:20][cH:21][n:22]([Si:26]([CH:27]([CH3:28])[CH3:29])([CH:30]([CH3:31])[CH3:32])[CH:33]([CH3:34])[CH3:35])[c:23]4[cH:24][cH:25]2)[C:11]3=[O:36])[cH:6][cH:7]1.[F-:37]>>[Cl:1][c:2]1[cH:3][cH:4][c:5](-[c:8]2[s:9][c:10]3[c:15]([n:16]2)[CH2:14][CH2:13][N:12]([c:17]2[cH:18][c:19]4[cH:20][cH:21][nH:22][c:23]4[cH:24][cH:25]2)[C:11]3=[O:36])[cH:6][cH:7]1. Starting materials: FC=1C=C2CCC(CC2=CC1)=O (6-fluoro-3,4-dihydro-2(1H)-naphthalenone), N1CCCC1 (pyrrolidine), C1(=CC=C(C=C1)S(=O)(=O)O)C (p-toluenesulfonic acid). Run in C1=CC=CC=C1 (benzene). The product is FC=1C=C2CCC(=CC2=CC1)N1CCCC1 (1-(6-fluoro-3,4-dihydro-2-naphthyl)pyrrolidine). As a reaction SMILES: [F:1][C:2]1[CH:3]=[C:4]2[C:9](=[CH:10][CH:11]=1)[CH2:8][C:7](=O)[CH2:6][CH2:5]2.[NH:13]1[CH2:17][CH2:16][CH2:15][CH2:14]1.C1(C)C=CC(S(O)(=O)=O)=CC=1>C1C=CC=CC=1>[F:1][C:2]1[CH:3]=[C:4]2[C:9](=[CH:10][CH:11]=1)[CH:8]=[C:7]([N:13]1[CH2:17][CH2:16][CH2:15][CH2:14]1)[CH2:6][CH2:5]2. Reported procedure: 16.7 g of 6-fluoro-3,4-dihydro-2(1H)-naphthalenone in 200 ml of benzene are boiled at reflux for 2.5 hours with 8.4 ml of pyrrolidine and 0.35 g of anhydrous p-toluenesulfonic acid. The 1-(6-fluoro-3,4-dihydro-2-naphthyl)pyrrolidine obtained is treated, without purification, with 10.8 g of acrylamide and 0.5 g of p-toluenesulfonic acid. The mixture is heated under nitrogen at 100° for 2 hours and at 150° for 2 hours. The mixture is dissolved in 180 ml of chloroform, washed with water and chromat...